Dataset: the Open Reaction Database (ORD), a public repository of structured organic reaction records. Task: describe an organic reaction: reactants, conditions, products, and yield Reaction SMILES: C([O:3][C:4](=[O:17])[C:5]1[CH:10]=[CH:9][CH:8]=[C:7]([C:11]2[CH2:15][CH2:14][CH2:13][C:12]=2Br)[CH:6]=1)C.C(=O)([O-])[O-].[K+].[K+].[CH2:24]([O:31][C:32]1[CH:37]=[CH:36][CH:35]=[CH:34][C:33]=1B(O)O)[C:25]1[CH:30]=[CH:29][CH:28]=[CH:27][CH:26]=1>C(COC)OC>[CH2:24]([O:31][C:32]1[CH:37]=[CH:36][CH:35]=[CH:34][C:33]=1[C:12]1[CH2:13][CH2:14][CH2:15][C:11]=1[C:7]1[CH:6]=[C:5]([CH:10]=[CH:9][CH:8]=1)[C:4]([OH:3])=[O:17])[C:25]1[CH:30]=[CH:29][CH:28]=[CH:27][CH:26]=1 |f:1.2.3|. Reported procedure: 3-(2-Bromo-cyclopent-1-enyl] benzoic acid ethyl ester (0.148 g, 0.0005 mol), tetrakis-triphenylphosphine palladium (o) (30 mg), potassium carbonate (0.200 g) and (2-benzyloxyphenyl) boronic acid (0.110 g, 0.5 mmol) in dimethoxyethane (5 mL) were refluxed for 17 h under nitrogen. The reaction mixture was then filtered through Keiselghur and evaporated down to an oil. Purification was carried out on a Waters separation pack (10 g) cartridge with dichloromethane/iso hexane giving the product (120 m... Reactants: C(C)OC(C1=CC(=CC=C1)C1=C(CCC1)Br)=O (3-(2-Bromo-cyclopent-1-enyl] benzoic acid ethyl ester), tetrakis-triphenylphosphine palladium, C([O-])([O-])=O.[K+].[K+] (potassium carbonate), C(C1=CC=CC=C1)OC1=C(C=CC=C1)B(O)O ((2-benzyloxyphenyl) boronic acid). Run in C(OC)COC (dimethoxyethane). Product: C(C1=CC=CC=C1)OC1=C(C=CC=C1)C1=C(CCC1)C=1C=C(C(=O)O)C=CC1 (3-{2-[2-(benzyloxy)-phenyl]-cyclopent-1-enyl]-benzoic acid). The reactants are ClC1=CC=CC(=N1)C(=O)O (6-chloro-2-pyridinecarboxilic acid), O=S(Cl)Cl (SOCl2). The product is ClC1=CC=CC(=N1)C(=O)Cl (6-chloro-2-pyridinecarboxylic acid chloride). As a reaction SMILES: [Cl:1][C:2]1[N:7]=[C:6]([C:8]([OH:10])=O)[CH:5]=[CH:4][CH:3]=1.O=S(Cl)[Cl:13]>>[Cl:1][C:2]1[N:7]=[C:6]([C:8]([Cl:13])=[O:10])[CH:5]=[CH:4][CH:3]=1. Procedure: A mixture of 40 g 6-chloro-2-pyridinecarboxilic acid and 150 ml SOCl2 is refluxed 4 hrs. After removing excess SOCl2 there is obtained 44 g 6-chloro-2-pyridinecarboxylic acid chloride, m.p. 76° C. Starting materials: Cl.N[C@H]1[C@@H](C1)C1=CC=C(C=C1)NC(=O)C1=CC=C(C=C1)C1=CC=CC=C1 (N-[4-(trans-2-aminocyclopropyl)phenyl]biphenyl-4-carboxamide hydrochloride), [BH4-].[Na+] (sodium borohydride), C1(CC1)C=O (cyclopropanecarbaldehyde), C(O)([O-])=O.[Na+] (sodium hydrogen carbonate), C(O)([O-])=O.[Na+] (sodium hydrogen carbonate). Solvent: C1CCOC1 (THF), CO (methanol). Reaction conditions: temperature 60 celsius, time 1 hour. The product is Cl.C1(CC1)CN[C@H]1[C@@H](C1)C1=CC=C(C=C1)NC(=O)C1=CC=C(C=C1)C1=CC=CC=C1 (N-(4-{trans-2-[(cyclopropylmethyl)amino]cyclopropyl}phenyl)biphenyl-4-carboxamide hydrochloride). Yield: 64.1%. Reaction SMILES: [ClH:1].[NH2:2][C@@H:3]1[CH2:5][C@H:4]1[C:6]1[CH:11]=[CH:10][C:9]([NH:12][C:13]([C:15]2[CH:20]=[CH:19][C:18]([C:21]3[CH:26]=[CH:25][CH:24]=[CH:23][CH:22]=3)=[CH:17][CH:16]=2)=[O:14])=[CH:8][CH:7]=1.[CH:27]1([CH:30]=O)[CH2:29][CH2:28]1.C(=O)([O-])O.[Na+].[BH4-].[Na+]>CO.C1COCC1>[ClH:1].[CH:27]1([CH2:30][NH:2][C@@H:3]2[CH2:5][C@H:4]2[C:6]2[CH:7]=[CH:8][C:9]([NH:12][C:13]([C:15]3[CH:20]=[CH:19][C:18]([C:21]4[CH:26]=[CH:25][CH:24]=[CH:23][CH:22]=4)=[CH:17][CH:16]=3)=[O:14])=[CH:10][CH:11]=2)[CH2:29][CH2:28]1 |f:0.1,3.4,5.6,9.10|. Reported procedure: A solution of N-[4-(trans-2-aminocyclopropyl)phenyl]biphenyl-4-carboxamide hydrochloride (2.2 g) in methanol (75 mL)/THF (75 mL) was ice-cooled, and cyclopropanecarbaldehyde (549 mg) and sodium hydrogen carbonate (1.01 g) were added. The mixture was stirred at 60° C. for 1 hr, and ice-cooled to 0° C. and sodium borohydride (456 mg) was added. The mixture was stirred for 1 hr, and saturated aqueous sodium hydrogen carbonate solution was added. The mixture was extracted with ethyl acetate, and the... Reactants: ClC=1C=[N+](C=C(C1CC(O)C1=CC(=C(C=C1)OC(F)F)OCC1CC1)Cl)[O-] (3,5-dichloro-4-(2-(3-(cyclopropylmethoxy)-4-(difluoromethoxy)phenyl)-2-hydroxyethyl)pyridine 1-oxide), C(C)(C)(C)OC(=O)N[C@@H](C(=O)O)CC1=CC=CC=C1 ((R)-2-(tert-butoxycarbonylamino)-3-phenylpropanoic acid), C(CCl)Cl (EDC). The reagents and catalysts are CN(C)C=1C=CN=CC1 (DMAP). Solvent: CN(C)C=O (DMF), O (water). Conditions: time 2 hour. Product: C(C)(C)(C)OC(=O)N[C@@H](C(=O)O[C@@H](CC1=C(C=[N+](C=C1Cl)[O-])Cl)C1=CC(=C(C=C1)OC(F)F)OCC1CC1)CC1=CC=CC=C1 (4-((S)-2-((R)-2-(tert-butoxycarbonylamino)-3-phenylpropanoyloxy)-2-(3-(cyclopropylmethoxy)-4-(difluoromethoxy)phenyl)ethyl)-3,5-dichloropyridine 1-oxide). The yield is 40.3%. RXN SMILES: [Cl:1][C:2]1[CH:3]=[N+:4]([O-:27])[CH:5]=[C:6]([Cl:26])[C:7]=1[CH2:8][CH:9]([C:11]1[CH:16]=[CH:15][C:14]([O:17][CH:18]([F:20])[F:19])=[C:13]([O:21][CH2:22][CH:23]2[CH2:25][CH2:24]2)[CH:12]=1)[OH:10].[C:28]([O:32][C:33]([NH:35][C@H:36]([CH2:40][C:41]1[CH:46]=[CH:45][CH:44]=[CH:43][CH:42]=1)[C:37](O)=[O:38])=[O:34])([CH3:31])([CH3:30])[CH3:29].C(Cl)CCl>CN(C1C=CN=CC=1)C.CN(C=O)C.O>[C:28]([O:32][C:33]([NH:35][C@H:36]([CH2:40][C:41]1[CH:42]=[CH:43][CH:44]=[CH:45][CH:46]=1)[C:37]([O:10][C@H:9]([C:11]1[CH:16]=[CH:15][C:14]([O:17][CH:18]([F:20])[F:19])=[C:13]([O:21][CH2:22][CH:23]2[CH2:25][CH2:24]2)[CH:12]=1)[CH2:8][C:7]1[C:6]([Cl:26])=[CH:5][N+:4]([O-:27])=[CH:3][C:2]=1[Cl:1])=[O:38])=[O:34])([CH3:31])([CH3:29])[CH3:30]. Reported procedure: 3,5-dichloro-4-(2-(3-(cyclopropylmethoxy)-4-(difluoromethoxy)phenyl)-2-hydroxyethyl)pyridine 1-oxide (5 g, 11.90 mmol), (R)-2-(tert-butoxycarbonylamino)-3-phenylpropanoic acid (4.73 g, 17.85 mmol), DMAP (1.599 g, 13.09 mmol), and EDC (4.56 g, 23.80 mmol) were dissolved in DMF (5 ml). The reaction was stirred at RT for 2 hours to achieve completion. The reaction mixture was diluted with water, and the precipitate was filtered, washed with water, dissolved in DCM and extracted with HCl 1N, Na2CO3 ... The reactants are CCC(C)=O, [Cl-], [Cl-], Cl, [Fe+2], O=C1C=CC(=NO)c2c1cccc2[N+](=O)[O-], O, O, O, O, O. Product: O=C1C=CC(=O)c2c1cccc2[N+](=O)[O-]. Reaction SMILES: [CH2:19]([C:20]([CH3:21])=[O:22])[CH3:23].[Cl-:28].[Cl-:30].[ClH:17].[Fe+2:29].[N+:1](=[O:2])([O-:3])[c:4]1[cH:5][cH:6][cH:7][c:8]2[c:13]1[C:12](=[N:14][OH:15])[CH:11]=[CH:10][C:9]2=[O:16].[OH2:18].[OH2:24].[OH2:25].[OH2:26].[OH2:27]>>[N+:1](=[O:2])([O-:3])[c:4]1[cH:5][cH:6][cH:7][c:8]2[c:13]1[C:12](=[O:18])[CH:11]=[CH:10][C:9]2=[O:16]. Starting materials: [OH-].[Na+] (Sodium hydroxide), COC(C1=CC(=CC(=C1)OCCCCCCCCCCCCCCCCCC)OCCCOC1=CC=C(C=C1)S(=O)(=O)C)=O (3-[3-[4-(methylsulfonyl) phenoxy]propoxy]-5-(octadecyloxy)benzoic acid methyl ester). Product: CS(=O)(=O)C1=CC=C(OCCCOC=2C=C(C(=O)O)C=C(C2)OCCCCCCCCCCCCCCCCCC)C=C1 (3-[3-[4-(methylsulfonyl)phenoxy]propoxy]-5-(octadecyloxy)benzoic acid). Isolated yield 77.0%. Reaction SMILES: [OH-].[Na+].C[O:4][C:5](=[O:46])[C:6]1[CH:11]=[C:10]([O:12][CH2:13][CH2:14][CH2:15][CH2:16][CH2:17][CH2:18][CH2:19][CH2:20][CH2:21][CH2:22][CH2:23][CH2:24][CH2:25][CH2:26][CH2:27][CH2:28][CH2:29][CH3:30])[CH:9]=[C:8]([O:31][CH2:32][CH2:33][CH2:34][O:35][C:36]2[CH:41]=[CH:40][C:39]([S:42]([CH3:45])(=[O:44])=[O:43])=[CH:38][CH:37]=2)[CH:7]=1>>[CH3:45][S:42]([C:39]1[CH:38]=[CH:37][C:36]([O:35][CH2:34][CH2:33][CH2:32][O:31][C:8]2[CH:7]=[C:6]([CH:11]=[C:10]([O:12][CH2:13][CH2:14][CH2:15][CH2:16][CH2:17][CH2:18][CH2:19][CH2:20][CH2:21][CH2:22][CH2:23][CH2:24][CH2:25][CH2:26][CH2:27][CH2:28][CH2:29][CH3:30])[CH:9]=2)[C:5]([OH:46])=[O:4])=[CH:41][CH:40]=1)(=[O:43])=[O:44] |f:0.1|. Procedure: Sodium hydroxide hydrolysis of 3-[3-[4-(methylsulfonyl) phenoxy]propoxy]-5-(octadecyloxy)benzoic acid methyl ester as in earlier Examples gave 3-[3-[4-(methylsulfonyl)phenoxy]propoxy]-5-(octadecyloxy)benzoic acid (77% yield, mp 110°-111°).